This data is from the Open Reaction Database (ORD), a public repository of structured organic reaction records. The task is: describe an organic reaction: reactants, conditions, products, and yield Starting materials: OCc1ccc(OCc2ccccc2)cc1, Cc1ccccc1, C1CCC2=NCCCN2CC1, [N-]=[N+]=NP(=O)(c1ccccc1)c1ccccc1. Product: NCc1ccc(OCc2ccccc2)cc1. As a reaction SMILES: [CH2:1]([c:2]1[cH:3][cH:4][cH:5][cH:6][cH:7]1)[O:8][c:9]1[cH:10][cH:11][c:12]([CH2:13][OH:14])[cH:15][cH:16]1.[CH3:45][c:46]1[cH:47][cH:48][cH:49][cH:50][cH:51]1.[N:34]12[CH2:35][CH2:36][CH2:37][N:38]=[C:39]1[CH2:40][CH2:41][CH2:42][CH2:43][CH2:44]2.[c:17]1([P:18]([c:21]2[cH:22][cH:23][cH:24][cH:25][cH:26]2)(=[O:27])[N:31]=[N+:19]=[N-:20])[cH:28][cH:29][cH:30][cH:32][cH:33]1>>[CH2:1]([c:2]1[cH:3][cH:4][cH:5][cH:6][cH:7]1)[O:8][c:9]1[cH:10][cH:11][c:12]([CH2:13][NH2:31])[cH:15][cH:16]1. Reactants: C(C1=CC=CC=C1)(C1=CC=CC=C1)(C1=CC=CC=C1)N1C=NC(=C1)I (N-trityl-4-iodo-imidazole), CC[Mg+].[Br-] (EtMgBr), CC=1C(=CSC1)C=O (4-methylthiophene-3-carboxaldehyde). Run in C(Cl)Cl (CH2Cl2), C(Cl)Cl (CH2Cl2). Reaction conditions: time 3 hour. Yields the product CC=1C(=CSC1)C(O)C=1N=CN(C1)C(C1=CC=CC=C1)(C1=CC=CC=C1)C1=CC=CC=C1 ((4-methylthien-3-yl)-1-trityl-imidazol-4-yl-methanol), B2. RXN SMILES: [C:1]([N:20]1[CH:24]=[C:23](I)[N:22]=[CH:21]1)([C:14]1[CH:19]=[CH:18][CH:17]=[CH:16][CH:15]=1)([C:8]1[CH:13]=[CH:12][CH:11]=[CH:10][CH:9]=1)[C:2]1[CH:7]=[CH:6][CH:5]=[CH:4][CH:3]=1.CC[Mg+].[Br-].[CH3:30][C:31]1[C:32]([CH:36]=[O:37])=[CH:33][S:34][CH:35]=1>C(Cl)Cl>[CH3:30][C:31]1[C:32]([CH:36]([C:23]2[N:22]=[CH:21][N:20]([C:1]([C:14]3[CH:19]=[CH:18][CH:17]=[CH:16][CH:15]=3)([C:8]3[CH:13]=[CH:12][CH:11]=[CH:10][CH:9]=3)[C:2]3[CH:7]=[CH:6][CH:5]=[CH:4][CH:3]=3)[CH:24]=2)[OH:37])=[CH:33][S:34][CH:35]=1 |f:1.2|. Procedure: To a solution of N-trityl-4-iodo-imidazole (11.8 g, 27 mmol) in dry CH2Cl2 (75 mL) was added EtMgBr (10.0 mL, 3.0M in Et2O), and the solution was stirred for 3 hrs. Then a solution of 4-methylthiophene-3-carboxaldehyde (3.3 g, 27 mmol) in CH2Cl2 (25 mL) was added. The reaction mixture was stirred at room temperature overnight and then was quenched with aqueous NH4Cl. The mixture was transferred to a separatory funnel, and the aqueous layer was extracted with a second portion of CH2Cl2. The combi... As a reaction SMILES: [Br:9][CH2:10][c:11]1[cH:12][c:13]([Cl:18])[cH:14][c:15]([Cl:17])[cH:16]1.[C:19](=[O:20])([O-:21])[O-:22].[CH3:25][S:26]([CH3:27])=[O:28].[CH3:29][CH2:30][O:31][C:32]([CH3:33])=[O:34].[N+:1](=[O:2])([O-:3])[c:4]1[nH:5][cH:6][cH:7][n:8]1.[Na+:23].[Na+:24]>>[N+:1](=[O:2])([O-:3])[c:4]1[n:5]([CH2:10][c:11]2[cH:12][c:13]([Cl:18])[cH:14][c:15]([Cl:17])[cH:16]2)[cH:6][cH:7][n:8]1. Product: O=[N+]([O-])c1nccn1Cc1cc(Cl)cc(Cl)c1. The reactants are Clc1cc(Cl)cc(CBr)c1, O=C([O-])[O-], CS(C)=O, CCOC(C)=O, O=[N+]([O-])c1ncc[nH]1, [Na+], [Na+]. The reactants are CC(C)(C)OC(=O)NCCC(O)c1nccs1, CCCC(C)C, CCOC(C)=O, Sc1cc(Cl)ccc1Cl, CC(C)OC(=O)N=NC(=O)OC(C)C, C1CCOC1, c1ccc(P(c2ccccc2)c2ccccc2)cc1. The product is CC(C)(C)OC(=O)NCCC(Sc1cc(Cl)ccc1Cl)c1nccs1. Reaction SMILES: [CH3:10][C:11]([CH3:12])([CH3:13])[O:14][C:15]([NH:16][CH2:17][CH2:18][CH:19]([c:20]1[s:21][cH:22][cH:23][n:24]1)[OH:25])=[O:26].[CH3:65][CH2:66][CH2:67][CH:68]([CH3:69])[CH3:70].[CH3:71][CH2:72][O:73][C:74](=[O:75])[CH3:76].[Cl:1][c:2]1[c:3]([SH:9])[cH:4][c:5]([Cl:8])[cH:6][cH:7]1.[O:46]=[C:47]([O:48][CH:49]([CH3:50])[CH3:51])[N:52]=[N:53][C:54]([O:55][CH:56]([CH3:57])[CH3:58])=[O:59].[O:60]1[CH2:61][CH2:62][CH2:63][CH2:64]1.[c:27]1([P:28]([c:29]2[cH:30][cH:31][cH:32][cH:33][cH:34]2)[c:35]2[cH:36][cH:37][cH:38][cH:39][cH:40]2)[cH:41][cH:42][cH:43][cH:44][cH:45]1>>[Cl:1][c:2]1[c:3]([S:9][CH:19]([CH2:18][CH2:17][NH:16][C:15]([O:14][C:11]([CH3:10])([CH3:12])[CH3:13])=[O:26])[c:20]2[s:21][cH:22][cH:23][n:24]2)[cH:4][c:5]([Cl:8])[cH:6][cH:7]1. Starting materials: BrCC(=O)C1=C(C=CC(=C1)Br)OC (2-bromo-1-(5-bromo-2-methoxyphenyl)ethanone), N1=C(C=CC=C1)N (pyridin-2-amine). The solvent is CCO (EtOH). Run at temperature 80 celsius, time 12 hour. Yields the product BrC=1C=CC(=C(C1)C=1N=C2N(C=CC=C2)C1)OC (2-(5-bromo-2-methoxyphenyl)imidazo[1,2-a]pyridine). Yield: 6.2%. As a reaction SMILES: Br[CH2:2][C:3]([C:5]1[CH:10]=[C:9]([Br:11])[CH:8]=[CH:7][C:6]=1[O:12][CH3:13])=O.[N:14]1[CH:19]=[CH:18][CH:17]=[CH:16][C:15]=1[NH2:20]>CCO>[Br:11][C:9]1[CH:8]=[CH:7][C:6]([O:12][CH3:13])=[C:5]([C:3]2[N:20]=[C:15]3[CH:16]=[CH:17][CH:18]=[CH:19][N:14]3[CH:2]=2)[CH:10]=1. Procedure: To a mixture of 2-bromo-1-(5-bromo-2-methoxyphenyl)ethanone (500 mg, 1.6 mmol) in EtOH (5 mL), pyridin-2-amine (153 mg, 1.6 mmol) was added. The mixture was stirred at 80° C. for 12 hours, and then cooled to 25° C. After filtrated, the solid was dried in vacuo to provide 2-(5-bromo-2-methoxyphenyl)imidazo[1,2-a]pyridine (30 mg, yield: 5%). 1H-NMR(CDCl3, 400 MHz) δ 8.54 (s, 1H), 8.18 (s, 1H), 8.12˜8.13 (m, 1H), 7.62˜7.64 (m, 1H), 7.37˜7.40 (m, 1H), 7.16˜7.21 (m, 1H), 6.86˜6.88 (m, 1H), 6.76˜6.79 ... The reactants are C1CCOC1, COc1cc2ncc(NC3CCC(O)CC3)nc2cc1OC, CCOC(=O)N=NC(=O)OCC, O=C(O)c1ccc([N+](=O)[O-])cc1, c1ccc(P(c2ccccc2)c2ccccc2)cc1. The product is COc1cc2ncc(NC3CC=CCC3)nc2cc1OC. Reaction SMILES: [CH2:66]1[O:67][CH2:68][CH2:69][CH2:70]1.[CH3:1][O:2][c:3]1[cH:4][c:5]2[n:6][cH:7][c:8]([NH:15][CH:16]3[CH2:17][CH2:18][CH:19]([OH:22])[CH2:20][CH2:21]3)[n:9][c:10]2[cH:11][c:12]1[O:13][CH3:14].[O:42]=[C:43]([O:44][CH2:45][CH3:46])[N:47]=[N:48][C:49]([O:50][CH2:51][CH3:52])=[O:53].[OH:54][C:55]([c:56]1[cH:57][cH:58][c:59]([N+:60](=[O:61])[O-:62])[cH:63][cH:64]1)=[O:65].[c:23]1([P:24]([c:25]2[cH:26][cH:27][cH:28][cH:29][cH:30]2)[c:31]2[cH:32][cH:33][cH:34][cH:35][cH:36]2)[cH:37][cH:38][cH:39][cH:40][cH:41]1>>[CH3:1][O:2][c:3]1[cH:4][c:5]2[n:6][cH:7][c:8]([NH:15][CH:16]3[CH2:17][CH:18]=[CH:19][CH2:20][CH2:21]3)[n:9][c:10]2[cH:11][c:12]1[O:13][CH3:14]. The reactants are COc1ccc(CN(c2ncns2)S(=O)(=O)c2ccc(F)c(C#N)c2)c(OC)c1, O=C([O-])[O-], CS(C)=O, Oc1ccc(C(F)(F)F)cc1I, [K+], [K+], O. The product is COc1ccc(CN(c2ncns2)S(=O)(=O)c2ccc(Oc3ccc(C(F)(F)F)cc3I)c(C#N)c2)c(OC)c1. RXN SMILES: [C:1](#[N:2])[c:3]1[cH:4][c:5]([S:10](=[O:11])(=[O:12])[N:13]([c:14]2[n:15][cH:16][n:17][s:18]2)[CH2:19][c:20]2[c:21]([O:28][CH3:29])[cH:22][c:23]([O:26][CH3:27])[cH:24][cH:25]2)[cH:6][cH:7][c:8]1[F:9].[C:30](=[O:31])([O-:32])[O-:33].[CH3:49][S:50]([CH3:51])=[O:52].[I:36][c:37]1[c:38]([OH:47])[cH:39][cH:40][c:41]([C:43]([F:44])([F:45])[F:46])[cH:42]1.[K+:34].[K+:35].[OH2:48]>>[C:1](#[N:2])[c:3]1[cH:4][c:5]([S:10](=[O:11])(=[O:12])[N:13]([c:14]2[n:15][cH:16][n:17][s:18]2)[CH2:19][c:20]2[c:21]([O:28][CH3:29])[cH:22][c:23]([O:26][CH3:27])[cH:24][cH:25]2)[cH:6][cH:7][c:8]1[O:47][c:38]1[c:37]([I:36])[cH:42][c:41]([C:43]([F:44])([F:45])[F:46])[cH:40][cH:39]1. The reactants are C(C)(C)(C)OC(NC=1N(C(C([C@@](N1)(C)C1=C(C=CC(=C1)Br)F)(C)C)=O)C)=O ([(S)-4-(5-bromo-2-fluoro-phenyl)-1,4,5,5-tetramethyl-6-oxo-1,4,5,6-tetrahydro-pyrimidin-2-yl]-carbamic acid tert-butyl ester), C(C)(C)(C)OC(NC=1N(C(C([C@@](N1)(C)C1=C(C=CC(=C1)Br)F)(C)C)=O)C)=O ([(S)-4-(5-bromo-2-fluoro-phenyl)-1,4,5,5-tetramethyl-6-oxo-1,4,5,6-tetrahydro-pyrimidin-2-yl]-carbamic acid tert-butyl ester), FC1=C(C=CC(=C1)F)N (2,4-difluorophenylamine). Yields the product NC1=N[C@](C(C(N1C)=O)(C)C)(C)C1=C(C=CC(=C1)NC1=C(C=C(C=C1)F)F)F ((S)-2-Amino-6-(5-(2,4-difluorophenylamino)-2-fluorophenyl)-3,5,5,6-tetramethyl-5,6-dihydropyrimidin-4(3H)-one). As a reaction SMILES: C(OC(=O)[NH:7][C:8]1[N:9]([CH3:26])[C:10](=[O:25])[C:11]([CH3:24])([CH3:23])[C@:12]([C:15]2[CH:20]=[C:19](Br)[CH:18]=[CH:17][C:16]=2[F:22])([CH3:14])[N:13]=1)(C)(C)C.[F:28][C:29]1[CH:34]=[C:33]([F:35])[CH:32]=[CH:31][C:30]=1[NH2:36]>>[NH2:7][C:8]1[N:9]([CH3:26])[C:10](=[O:25])[C:11]([CH3:23])([CH3:24])[C@:12]([C:15]2[CH:20]=[C:19]([NH:36][C:30]3[CH:31]=[CH:32][C:33]([F:35])=[CH:34][C:29]=3[F:28])[CH:18]=[CH:17][C:16]=2[F:22])([CH3:14])[N:13]=1. Reported procedure: The coupling of [(S)-4-(5-bromo-2-fluoro-phenyl)-1,4,5,5-tetramethyl-6-oxo-1,4,5,6-tetrahydro-pyrimidin-2-yl]-carbamic acid tert-butyl ester (intermediate E8) and 2,4-difluorophenylamine according to procedure A followed by deprotection yielded the title compound as a white solid. MS (ESI): m/z=391.2 [M+H]+.